This data is from the Open Reaction Database (ORD), a public repository of structured organic reaction records. The task is: describe an organic reaction: reactants, conditions, products, and yield RXN SMILES: [CH3:1][N:2]([CH3:8])[C@@H:3]1[CH2:7][CH2:6][NH:5][CH2:4]1.N[CH2:10][C@@H:11]1CC[CH2:13][N:12]1CC.C(=O)C>>[CH3:1][N:2]([CH3:8])[C@@H:3]1[CH2:7][CH2:6][N:5]([CH2:10][CH2:11][NH:12][CH3:13])[CH2:4]1. Yields the product CN([C@H]1CN(CC1)CCNC)C ((3R)—N,N-dimethyl-1-[2-(methylamino)ethyl]pyrrolidin-3-amine). Reactants: CN([C@H]1CNCC1)C ((3R)-(+)-3-(dimethylamino)pyrrolidine), NC[C@H]1N(CCC1)CC ((S)-(−)-2-aminomethyl-1-ethylpyrrolidine), C(C)=O (acetaldehyde). Reported procedure: By using (3R)-(+)-3-(dimethylamino)pyrrolidine (200 mg) as a starting material, the title compound (123 mg) was obtained in the same manners as those of Reference Example 1, (1) and Reference Example 19, (3).